Dataset: the Open Reaction Database (ORD), a public repository of structured organic reaction records. Task: describe an organic reaction: reactants, conditions, products, and yield Reactants: OC1=NC(=NC(=C1C)CC1=C(C=C(C=C1C)C)C)C (4-hydroxy-2,5-dimethyl-6-(2,4,6-trimethyl-benzyl)-pyrimidine), O=P(Cl)(Cl)Cl (POCl3). Yields the product ClC1=NC(=NC(=C1C)CC1=C(C=C(C=C1C)C)C)C (4-Chloro-2,5-dimethyl-6-(2,4,6-trimethyl-benzyl)-pyrimidine). The yield is 97.0%. RXN SMILES: O[C:2]1[C:7]([CH3:8])=[C:6]([CH2:9][C:10]2[C:15]([CH3:16])=[CH:14][C:13]([CH3:17])=[CH:12][C:11]=2[CH3:18])[N:5]=[C:4]([CH3:19])[N:3]=1.O=P(Cl)(Cl)[Cl:22]>>[Cl:22][C:2]1[C:7]([CH3:8])=[C:6]([CH2:9][C:10]2[C:15]([CH3:16])=[CH:14][C:13]([CH3:17])=[CH:12][C:11]=2[CH3:18])[N:5]=[C:4]([CH3:19])[N:3]=1. Reported procedure: A mixture of 4-hydroxy-2,5-dimethyl-6-(2,4,6-trimethyl-benzyl)-pyrimidine (1.2 g, 4.68 mmol) and POCl3 (25 ml) was heated at reflux for 1 hour. The mixture was cooled and evaporated to dryness. The residue was poured into ice-water and extracted with ethyl acetate. The organic layer was washed with brine, dried and concentrated to dryness to give 1.24 g (97%) of golden crystals, mp 82-84° C.